describe an organic reaction: reactants, conditions, products, and yield From a dataset of the Open Reaction Database (ORD), a public repository of structured organic reaction records. Reactants: Intermediate I, CC=1C=CC(=CC1)CN (p-tolylmethanamine), BrC=1C=CC=2N(C1)N=C(N2)C(=O)OCC (ethyl 6-bromo-[1,2,4]triazolo[1,5-a]pyridine-2-carboxylate). Yields the product BrC=1C=CC=2N(C1)N=C(N2)C(=O)NCC2=CC=C(C=C2)C (6-Bromo-N-(4-methylbenzyl)-[1,2,4]triazolo[1,5-a]pyridine-2-carboxamide). As a reaction SMILES: [CH3:1][C:2]1[CH:3]=[CH:4][C:5]([CH2:8][NH2:9])=[CH:6][CH:7]=1.[Br:10][C:11]1[CH:12]=[CH:13][C:14]2[N:15]([N:17]=[C:18]([C:20](OCC)=[O:21])[N:19]=2)[CH:16]=1>>[Br:10][C:11]1[CH:12]=[CH:13][C:14]2[N:15]([N:17]=[C:18]([C:20]([NH:9][CH2:8][C:5]3[CH:6]=[CH:7][C:2]([CH3:1])=[CH:3][CH:4]=3)=[O:21])[N:19]=2)[CH:16]=1. Procedure: The title compound was prepared by using procedures analogous to those described for the synthesis of Intermediate I, using p-tolylmethanamine and ethyl 6-bromo-[1,2,4]triazolo[1,5-a]pyridine-2-carboxylate as starting materials. Reactants: O=S1(N=C(NC2=C1C=CC=C2)C=2C(N(C1=CC=CC=C1C2O)N=CC=2SC=CC2)=O)=O (3-(1,1-dioxido-4H-1,2,4-benzothiadiazin-3-yl)-4-hydroxy-1-{[thien-2-ylmethylene]amino}quinolin-2(1H)-one), CO (methanol), solution, [BH4-].[Li+] (lithium borohydride), Cl (hydrochloric acid). Solvent: O1CCCC1 (tetrahydrofuran), O1CCCC1 (tetrahydrofuran), O (water). Conditions: temperature 25 celsius, time 1 hour. Product: O=S1(N=C(NC2=C1C=CC=C2)C=2C(N(C1=CC=CC=C1C2O)NCC=2SC=CC2)=O)=O (3-(1,1-dioxido-4H-1,2,4-benzothiadiazin-3-yl)-4-hydroxy-1-[(thien-2-ylmethyl)amino]quinolin-2(1H)-one). As a reaction SMILES: [O:1]=[S:2]1(=[O:31])[C:7]2[CH:8]=[CH:9][CH:10]=[CH:11][C:6]=2[NH:5][C:4]([C:12]2[C:13](=[O:30])[N:14]([N:23]=[CH:24][C:25]3[S:26][CH:27]=[CH:28][CH:29]=3)[C:15]3[C:20]([C:21]=2[OH:22])=[CH:19][CH:18]=[CH:17][CH:16]=3)=[N:3]1.CO.[BH4-].[Li+].Cl>O1CCCC1.O>[O:31]=[S:2]1(=[O:1])[C:7]2[CH:8]=[CH:9][CH:10]=[CH:11][C:6]=2[NH:5][C:4]([C:12]2[C:13](=[O:30])[N:14]([NH:23][CH2:24][C:25]3[S:26][CH:27]=[CH:28][CH:29]=3)[C:15]3[C:20]([C:21]=2[OH:22])=[CH:19][CH:18]=[CH:17][CH:16]=3)=[N:3]1 |f:2.3|. Reported procedure: The product of Example 253A (0.025 g, 0.055 mmol) in tetrahydrofuran (1.2 mL) and methanol (0.005 mL, 0.110 mmol) at 0° C. was treated with dropwise addition of a 2.0M solution of lithium borohydride in tetrahydrofuran (0.044 mL, 0.088 mmol). The reaction was stirred at 25° C. for 1 hour, acidified with 1M hydrochloric acid to a pH of approximately 2-4, diluted with water (5.0 mL), and the resulting precipitate was collected by filtration and dried. The crude product was triturated with diethyl ... The reactants are OC1CN(C(c2ccccc2)c2ccccc2)C1, O=[SH](=O)NCc1cc(F)cc(F)c1, CCOC(=O)N=NC(=O)OCC, C1CCOC1, c1ccc(P(c2ccccc2)c2ccccc2)cc1. Yields the product O=[SH](=O)N(Cc1cc(F)cc(F)c1)C1CN(C(c2ccccc2)c2ccccc2)C1. Reaction SMILES: [CH:45]([c:46]1[cH:47][cH:48][cH:49][cH:50][cH:51]1)([c:52]1[cH:53][cH:54][cH:55][cH:56][cH:57]1)[N:58]1[CH2:59][CH:60]([OH:62])[CH2:61]1.[F:1][c:2]1[cH:3][c:4]([CH2:9][NH:10][SH:11](=[O:12])=[O:13])[cH:5][c:6]([F:8])[cH:7]1.[O:33]=[C:34]([O:35][CH2:36][CH3:37])[N:38]=[N:39][C:40]([O:41][CH2:42][CH3:43])=[O:44].[O:63]1[CH2:64][CH2:65][CH2:66][CH2:67]1.[c:14]1([P:15]([c:16]2[cH:17][cH:18][cH:19][cH:20][cH:21]2)[c:22]2[cH:23][cH:24][cH:25][cH:26][cH:27]2)[cH:28][cH:29][cH:30][cH:31][cH:32]1>>[F:1][c:2]1[cH:3][c:4]([CH2:9][N:10]([SH:11](=[O:12])=[O:13])[CH:60]2[CH2:59][N:58]([CH:45]([c:46]3[cH:47][cH:48][cH:49][cH:50][cH:51]3)[c:52]3[cH:53][cH:54][cH:55][cH:56][cH:57]3)[CH2:61]2)[cH:5][c:6]([F:8])[cH:7]1. The reactants are CCCCB(CCCC)CCCC, C1CCOC1, C[Mg]Cl, CC(=O)[O-], CCOC(C)=O, NOS(=O)(=O)O, [Na+], O, CS(=O)(=O)c1ccccc1. The product is NS(=O)(=O)c1ccccc1. Reaction SMILES: [CH2:14]([B:15]([CH2:16][CH2:17][CH2:18][CH3:19])[CH2:20][CH2:21][CH2:22][CH3:23])[CH2:24][CH2:25][CH3:26].[CH2:38]1[O:39][CH2:40][CH2:41][CH2:42]1.[CH3:11][Mg:12][Cl:13].[CH3:28][C:29](=[O:30])[O-:31].[CH3:43][CH2:44][O:45][C:46](=[O:47])[CH3:48].[NH2:32][O:33][S:34]([OH:35])(=[O:36])=[O:37].[Na+:27].[OH2:49].[c:1]1([S:7](=[O:8])(=[O:9])[CH3:10])[cH:2][cH:3][cH:4][cH:5][cH:6]1>>[c:1]1([S:7](=[O:8])(=[O:9])[NH2:32])[cH:2][cH:3][cH:4][cH:5][cH:6]1.